From a dataset of the Open Reaction Database (ORD), a public repository of structured organic reaction records. describe an organic reaction: reactants, conditions, products, and yield Starting materials: 2A, C1(=CC=CC=C1)C(N1C(C(C=2C=C3C(=CC12)OCCO3)=O)=O)C3=CC=CC=C3 (6-(diphenylmethyl)-2,3-dihydro-6H-[1,4]dioxino[2,3-f]indole-7,8-dione), FC(C1=CC=C(O1)CN1C(C(C2=CC=CC=C12)=O)=O)(F)F (1-((5-(trifluoromethyl)furan-2-yl)methyl)indoline-2,3-dione), O1CCC2=C1C=C(C=C2)O (2,3-dihydrobenzofuran-6-ol), BrC=1C=C(C=CC1)O (3-bromophenol). The product is C1(=CC=CC=C1)C(N1C(C(C=2C=C3C(=CC12)OCCO3)(C=3C(=CC1=C(CCO1)C3)O)O)=O)C3=CC=CC=C3 (6-(diphenylmethyl)-8-hydroxy-8-(6-hydroxy-2,3-dihydro-1-benzofuran-5-yl)-2,3,6,8-tetrahydro-7H-[1,4]dioxino[2,3-f]indol-7-one). RXN SMILES: [O:1]1[C:5]2[CH:6]=[C:7]([OH:10])[CH:8]=[CH:9][C:4]=2[CH2:3][CH2:2]1.BrC1C=C(O)C=CC=1.[C:19]1([CH:25]([C:41]2[CH:46]=[CH:45][CH:44]=[CH:43][CH:42]=2)[N:26]2[C:34]3[CH:33]=[C:32]4[O:35][CH2:36][CH2:37][O:38][C:31]4=[CH:30][C:29]=3[C:28](=[O:39])[C:27]2=[O:40])[CH:24]=[CH:23][CH:22]=[CH:21][CH:20]=1.FC(F)(F)C1OC(CN2C3C(=CC=CC=3)C(=O)C2=O)=CC=1>>[C:41]1([CH:25]([C:19]2[CH:24]=[CH:23][CH:22]=[CH:21][CH:20]=2)[N:26]2[C:34]3[CH:33]=[C:32]4[O:35][CH2:36][CH2:37][O:38][C:31]4=[CH:30][C:29]=3[C:28]([OH:39])([C:8]3[C:7]([OH:10])=[CH:6][C:5]4[O:1][CH2:2][CH2:3][C:4]=4[CH:9]=3)[C:27]2=[O:40])[CH:42]=[CH:43][CH:44]=[CH:45][CH:46]=1. Procedure: Following the procedure as described in PREPARATION 2A and making non-critical variations using 2,3-dihydrobenzofuran-6-ol to replace 3-bromophenol, and 6-(diphenylmethyl)-2,3-dihydro-6H-[1,4]dioxino[2,3-f]indole-7,8-dione to replace 1-((5-(trifluoromethyl)furan-2-yl)methyl)indoline-2,3-dione, 6-(diphenylmethyl)-8-hydroxy-8-(6-hydroxy-2,3-dihydro-1-benzofuran-5-yl)-2,3,6,8-tetrahydro-7H-[1,4]dioxino[2,3-f]indol-7-one was obtained (94%) as a colorless solid: MS (ES−) m/z 506.1 (M−1).